Dataset: the Open Reaction Database (ORD), a public repository of structured organic reaction records. Task: describe an organic reaction: reactants, conditions, products, and yield Starting materials: CCCCO, CC(=O)[O-], CC(=O)O, O=Cc1ccc([N+](=O)[O-])cc1, [NH4+], O=C1CNC(=O)N1. Product: O=C1NC(=O)C(=Cc2ccc([N+](=O)[O-])cc2)N1. As a reaction SMILES: [CH2:28]([OH:29])[CH2:30][CH2:31][CH3:32].[CH3:20][C:21](=[O:22])[O-:23].[CH3:24][C:25](=[O:26])[OH:27].[N+:8](=[O:9])([O-:10])[c:11]1[cH:12][cH:13][c:14]([CH:15]=[O:16])[cH:17][cH:18]1.[NH4+:19].[O:1]=[C:2]1[CH2:3][NH:4][C:5](=[O:6])[NH:7]1>>[O:1]=[C:2]1[C:3](=[CH:15][c:14]2[cH:13][cH:12][c:11]([N+:8](=[O:9])[O-:10])[cH:18][cH:17]2)[NH:4][C:5](=[O:6])[NH:7]1. Reactants: C(O)([O-])=O.[Na+] (sodium hydrogen carbonate), O=C1N(C2=CC=NC=C2C=C1)CC=O ((2-oxo-1,6-naphthyridin-1(2H)-yl)acetaldehyde), O1CCOC2=C1C=CC(=C2)CN(C(OC(C)(C)C)=O)C2CCNCC2 (tert-butyl (2,3-dihydro-1,4-benzodioxin-6-ylmethyl)(piperidin-4-yl)carbamate), C(C)(=O)O[BH-](OC(C)=O)OC(C)=O.[Na+] (sodium triacetoxyborohydride). Solvent: C(Cl)(Cl)Cl (chloroform), ClCCl (dichloromethane), C(C)(=O)O (acetic acid). Conditions: time 5 minute. The product is O1CCOC2=C1C=CC(=C2)CN(C(OC(C)(C)C)=O)C2CCN(CC2)CCN2C(C=CC1=CN=CC=C21)=O (tert-butyl (2,3-dihydro-1,4-benzodioxin-6-ylmethyl)(1-(2-(2-oxo-1,6-naphthyridin-1(2H)-yl)ethyl)piperidin-4-yl)carbamate). Yield: 68.8%. Reaction SMILES: [O:1]=[C:2]1[CH:11]=[CH:10][C:9]2[C:4](=[CH:5][CH:6]=[N:7][CH:8]=2)[N:3]1[CH2:12][CH:13]=O.[O:15]1[C:20]2[CH:21]=[CH:22][C:23]([CH2:25][N:26]([CH:34]3[CH2:39][CH2:38][NH:37][CH2:36][CH2:35]3)[C:27](=[O:33])[O:28][C:29]([CH3:32])([CH3:31])[CH3:30])=[CH:24][C:19]=2[O:18][CH2:17][CH2:16]1.C(O[BH-](OC(=O)C)OC(=O)C)(=O)C.[Na+].C(=O)([O-])O.[Na+]>ClCCl.C(Cl)(Cl)Cl.C(O)(=O)C>[O:15]1[C:20]2[CH:21]=[CH:22][C:23]([CH2:25][N:26]([CH:34]3[CH2:39][CH2:38][N:37]([CH2:13][CH2:12][N:3]4[C:4]5[C:9](=[CH:8][N:7]=[CH:6][CH:5]=5)[CH:10]=[CH:11][C:2]4=[O:1])[CH2:36][CH2:35]3)[C:27](=[O:33])[O:28][C:29]([CH3:32])([CH3:30])[CH3:31])=[CH:24][C:19]=2[O:18][CH2:17][CH2:16]1 |f:2.3,4.5|. Procedure details: To a solution of 0.38 g of (2-oxo-1,6-naphthyridin-1(2H)-yl)acetaldehyde in 14 mL of dichloromethane, 0.35 g of tert-butyl (2,3-dihydro-1,4-benzodioxin-6-ylmethyl)(piperidin-4-yl)carbamate and 0.12 mL of acetic acid were added, the mixture was stirred for 5 minutes, and then, 0.32 g of sodium triacetoxyborohydride was added to the reaction mixture and the mixture was stirred for 4 hours 20 minutes. To the reaction mixture, a saturated aqueous sodium hydrogen carbonate solution and chloroform wer... Starting materials: ( 1H ), ( 6H ), ( 3H ), NC=1C2=C(N=CN1)N(C(=C2C2=CC(=CC=C2)OCC2=CC=CC=C2)C)[C@H]2C[C@H](C2)CO (cis-{3-[4-amino-5-(3-benzyloxy-phenyl)-6-methyl-pyrrolo[2,3-d]pyrimidin-7-yl]-cyclobutyl}-methanol), C1(=CC=C(C=C1)S(=O)(=O)Cl)C (p-toluenesulfonyl chloride), N1=CC=CC=C1 (pyridine), ( 2H ), ( 1H ), ( 2H ), ( 2H ), ( 1H ), ( 2H ), ( 1H ), ( 2H ), ( 4H ), ( 1H ), trimethylenimine, ( 1H ). Yields the product N1(CCC1)C[C@H]1C[C@H](C1)N1C(=C(C2=C1N=CN=C2N)C2=CC(=CC=C2)OCC2=CC=CC=C2)C (cis-7-(3-Azetidin-1-ylmethyl-cyclobutyl)-5-(3-benzyloxy-phenyl)-6-methyl-7H-pyrrolo[2,3-d]pyrimidin-4-ylamine). As a reaction SMILES: [NH2:1][C:2]1[C:3]2[C:10]([C:11]3[CH:16]=[CH:15][CH:14]=[C:13]([O:17][CH2:18][C:19]4[CH:24]=[CH:23][CH:22]=[CH:21][CH:20]=4)[CH:12]=3)=[C:9]([CH3:25])[N:8]([C@@H:26]3[CH2:29][C@H:28]([CH2:30]O)[CH2:27]3)[C:4]=2[N:5]=[CH:6][N:7]=1.C1(C)C=CC(S(Cl)(=O)=O)=CC=1.[N:43]1[CH:48]=[CH:47][CH:46]=CC=1>>[N:43]1([CH2:30][C@@H:28]2[CH2:29][C@H:26]([N:8]3[C:4]4[N:5]=[CH:6][N:7]=[C:2]([NH2:1])[C:3]=4[C:10]([C:11]4[CH:16]=[CH:15][CH:14]=[C:13]([O:17][CH2:18][C:19]5[CH:24]=[CH:23][CH:22]=[CH:21][CH:20]=5)[CH:12]=4)=[C:9]3[CH3:25])[CH2:27]2)[CH2:46][CH2:47][CH2:48]1. Procedure: The title compound is prepared in analogy to Example 116 starting from 0.35 g (0.84 mmol) cis-{3-[4-amino-5-(3-benzyloxy-phenyl)-6-methyl-pyrrolo[2,3-d]pyrimidin-7-yl]-cyclobutyl}-methanol and 0.328 g (1.69 mmol) p-toluenesulfonyl chloride in 3.5 ml dry pyridine, followed by 0.442 ml (6.33 mmol) trimethylenimine (Fluka, Buchs, Switzerland). Analytical HPLC: tR=9.22 min (Grad 1); ES-MS: m/eo=454.3; NMR (DMSO-d6): 8.08/s (1H), 7.25-7.5/several m's (6H), 7.02/“d” (1H); 6.93/s (1H); 6.89/“d” (1H); 5... Reactants: [F-].[K+] (KF), [N+](=O)([O-])C=1C=C(C(=O)NCC(=O)OCC2=CC=CC=C2)C=CC1[N+](=O)[O-] (benzyl 2-(3,4-dinitrobenzamido)acetate), C1COCCOCCOCCOCCOCCO1 (18-crown-6). The solvent is CS(=O)C (DMSO). Conditions: temperature 115 celsius, time 10 minute. Yields the product FC1=C(C=C(C(=O)NCC(=O)OCC2=CC=CC=C2)C=C1)[N+](=O)[O-] (Benzyl 2-(4-fluoro-3-nitrobenzamido)acetate). Isolated yield 56.8%. As a reaction SMILES: [F-:1].[K+].[N+:3]([C:6]1[CH:7]=[C:8]([CH:23]=[CH:24][C:25]=1[N+]([O-])=O)[C:9]([NH:11][CH2:12][C:13]([O:15][CH2:16][C:17]1[CH:22]=[CH:21][CH:20]=[CH:19][CH:18]=1)=[O:14])=[O:10])([O-:5])=[O:4].C1OCCOCCOCCOCCOCCOC1>CS(C)=O>[F:1][C:25]1[CH:24]=[CH:23][C:8]([C:9]([NH:11][CH2:12][C:13]([O:15][CH2:16][C:17]2[CH:22]=[CH:21][CH:20]=[CH:19][CH:18]=2)=[O:14])=[O:10])=[CH:7][C:6]=1[N+:3]([O-:5])=[O:4] |f:0.1|. Reported procedure: A mixture of spray-dried KF (80 mg, 1.39 mmol), intermediate 3 (100 mg, 0.27 mmol) and catalytic amount of 18-crown-6 in dry DMSO (4 mL) was stirred at 110-120° C. for 10 min. Work-up of the reaction mixture as described in example 1 gave the product as a pale yellow color solid (51 mg, 55%), mp 84-86° C. 1H NMR (400 MHz, CDCl3): δ 8.50 (1H, dd, J=6.8, 1.6 Hz), 8.10-8.13 (1H, m), 7.34-7.39 (6H, m), 6.90 (1H, br s), 5.23 (2H, s), 4.28 (2H, d, J=5.2 Hz); LC-MS (negative ion mode): m/z 331 (M−H)−. Starting materials: CC(=O)[O-], C=CCOC(=O)CCCC=CCC1C(Cl)CC(OC2CCCCO2)C1CO, ClCCl, [Na+], O=[Cr](=O)([O-])Cl, c1cc[nH+]cc1. The product is C=CCOC(=O)CCCC=CCC1C(Cl)CC(OC2CCCCO2)C1C=O. As a reaction SMILES: [CH3:40][C:41](=[O:42])[O-:43].[Cl:1][CH:2]1[CH2:3][CH:4]([O:21][CH:22]2[O:23][CH2:24][CH2:25][CH2:26][CH2:27]2)[CH:5]([CH2:19][OH:20])[CH:6]1[CH2:7][CH:8]=[CH:9][CH2:10][CH2:11][CH2:12][C:13](=[O:14])[O:15][CH2:16][CH:17]=[CH2:18].[Cl:44][CH2:45][Cl:46].[Na+:39].[O:28]=[Cr:29]([Cl:30])([O-:31])=[O:32].[nH+:33]1[cH:34][cH:35][cH:36][cH:37][cH:38]1>>[Cl:1][CH:2]1[CH2:3][CH:4]([O:21][CH:22]2[O:23][CH2:24][CH2:25][CH2:26][CH2:27]2)[CH:5]([CH:19]=[O:20])[CH:6]1[CH2:7][CH:8]=[CH:9][CH2:10][CH2:11][CH2:12][C:13](=[O:14])[O:15][CH2:16][CH:17]=[CH2:18]. Reactants: C(C)(C)(C)OC(=O)N1C[C@@H](CC1)N1C=C(C2=C1N=CN=C2N)C2=CC=C(C=C2)OC2=CC=CC=C2 ((R)-tert-butyl-3-(4-amino-5-(4-phenoxyphenyl)-7H-pyrrolo[2,3-d]pyrimidin-7-yl)pyrrolidine-1-carboxylate), C1CC(=O)N(C1=O)Cl (NCS). Solvent: C(Cl)Cl (DCM). Run at time 6 hour. Yields the product NC=1C2=C(N=CN1)N(C(=C2C2=CC=C(C=C2)OC2=CC=CC=C2)Cl)[C@H]2CN(CC2)C(=O)OC(C)(C)C ((R)-tert-butyl 3-(4-amino-6-chloro-5-(4-phenoxyphenyl)-7H-pyrrolo[2,3-d]pyrimidin-7-yl)pyrrolidine-1-carboxylate). Yield: 40.1%. Reaction SMILES: [C:1]([O:5][C:6]([N:8]1[CH2:12][CH2:11][C@@H:10]([N:13]2[C:17]3[N:18]=[CH:19][N:20]=[C:21]([NH2:22])[C:16]=3[C:15]([C:23]3[CH:28]=[CH:27][C:26]([O:29][C:30]4[CH:35]=[CH:34][CH:33]=[CH:32][CH:31]=4)=[CH:25][CH:24]=3)=[CH:14]2)[CH2:9]1)=[O:7])([CH3:4])([CH3:3])[CH3:2].C1C(=O)N([Cl:43])C(=O)C1>C(Cl)Cl>[NH2:22][C:21]1[C:16]2[C:15]([C:23]3[CH:24]=[CH:25][C:26]([O:29][C:30]4[CH:35]=[CH:34][CH:33]=[CH:32][CH:31]=4)=[CH:27][CH:28]=3)=[C:14]([Cl:43])[N:13]([C@@H:10]3[CH2:11][CH2:12][N:8]([C:6]([O:5][C:1]([CH3:4])([CH3:2])[CH3:3])=[O:7])[CH2:9]3)[C:17]=2[N:18]=[CH:19][N:20]=1. Procedure details: To a solution of (R)-tert-butyl 3-(4-amino-5-(4-phenoxyphenyl)-7H-pyrrolo[2,3-d]pyrimidin-7-yl)pyrrolidine-1-carboxylate (2) (350 mg, 0.74 mmol) in DCM (10.0 mL) was added NCS (198 mg, 1.48 mmol). After the mixture was stirred at r.t. for 6 hr the reaction solution was partitioned between DCM (20.0 mL) and water (20.0 mL). The layers were separated and the organic phase was washed with brine, dried over Na2SO4 and concentrated under reduced pressure to obtain the crude product which was purified... The reactants are C(C)(=O)O (acetic acid), C1(CCCCC1)C(=O)OC1=C(C=CC=C1C)C(C)=O (2-Acetyl-6-methylphenyl cyclohexanecarboxylate), O (water), [H-].[Na+] (sodium hydride). Run in O1CCCC1 (tetrahydrofuran). Yields the product C1(CCCCC1)C(CC(=O)C1=C(C(=CC=C1)C)O)=O (1-Cyclohexyl-3-(2-hydroxy-3-methylphenyl)-1,3-propanedione). Reaction SMILES: C1(C([O:9][C:10]2[C:15]([CH3:16])=[CH:14][CH:13]=[CH:12][C:11]=2[C:17](=[O:19])[CH3:18])=O)CCCCC1.[H-].[Na+].O.[C:23]([OH:26])(=O)[CH3:24]>O1CCCC1>[CH:24]1([C:23](=[O:26])[CH2:18][C:17]([C:11]2[CH:12]=[CH:13][CH:14]=[C:15]([CH3:16])[C:10]=2[OH:9])=[O:19])[CH2:14][CH2:15][CH2:10][CH2:11][CH2:12]1 |f:1.2|. Procedure details: 2-Acetyl-6-methylphenyl cyclohexanecarboxylate (5.2 g) was dissolved in anhydrous tetrahydrofuran (50 ml) and to the solution was added 60% sodium hydride (880 mg) by portions with stirring at room temperature. After stirring under reflux for 2 hours, the mixture was poured into cold water, acidified with acetic acid and then extracted with ethyl acetate. The extract was washed with water, dried (MgSO4) and then concentrated under reduced pressure to obtain the title compound (5.2 g) as crystals... The reactants are Clc1ccc(CBr)cc1Cl, [H-], [Na+], CCOC(=O)c1cc2sccc2[nH]1. Yields the product CCOC(=O)c1cc2sccc2n1Cc1ccc(Cl)c(Cl)c1. RXN SMILES: [Cl:16][c:17]1[cH:18][c:19]([CH2:20][Br:21])[cH:22][cH:23][c:24]1[Cl:25].[H-:1].[Na+:2].[s:3]1[cH:4][cH:5][c:6]2[nH:7][c:8]([C:11](=[O:12])[O:13][CH2:14][CH3:15])[cH:9][c:10]12>>[s:3]1[cH:4][cH:5][c:6]2[n:7]([CH2:20][c:19]3[cH:18][c:17]([Cl:16])[c:24]([Cl:25])[cH:23][cH:22]3)[c:8]([C:11](=[O:12])[O:13][CH2:14][CH3:15])[cH:9][c:10]12.